This data is from the Open Reaction Database (ORD), a public repository of structured organic reaction records. The task is: describe an organic reaction: reactants, conditions, products, and yield The reactants are [Br-], Br, O=N[O-], Cn1nc(N)c2c(=O)n3c(nc21)SCC3, [Na+], O. Yields the product Cn1nc(Br)c2c(=O)n3c(nc21)SCC3. Reaction SMILES: [Br-:21].[BrH:1].[N:17]([O-:18])=[O:19].[NH2:2][c:3]1[n:4][n:5]([CH3:16])[c:6]2[n:7][c:8]3[n:9]([c:10](=[O:12])[c:11]12)[CH2:13][CH2:14][S:15]3.[Na+:20].[OH2:22]>>[Br:1][c:3]1[n:4][n:5]([CH3:16])[c:6]2[n:7][c:8]3[n:9]([c:10](=[O:12])[c:11]12)[CH2:13][CH2:14][S:15]3. The reactants are N1(CCCC1)S(=O)(=O)C=1C=C(C=CC1)C1=CC=C2C=NC(=NN21)O (7-[3-(pyrrolidine-1-sulfonyl)-phenyl]-pyrrolo[2,1-f][1,2,4]triazin-2-ol), NC1=CC=C(C=C1)C1CCN(CC1)CCO (2-[4-(4-amino-phenyl)-piperidin-1-yl]-ethanol). Product: N1(CCCC1)S(=O)(=O)C=1C=C(C=CC1)C1=CC=C2C=NC(=NN21)NC2=CC=C(C=C2)C2CCN(CC2)CCO (2-[4-(4-{7-[3-(pyrrolidine-1-sulfonyl)-phenyl]-pyrrolo[2,1-f][1,2,4]triazin-2-ylamino}phenyl)-piperidin-1-yl]ethanol). The yield is 25.0%. Reaction SMILES: [N:1]1([S:6]([C:9]2[CH:10]=[C:11]([C:15]3[N:23]4[C:18]([CH:19]=[N:20][C:21](O)=[N:22]4)=[CH:17][CH:16]=3)[CH:12]=[CH:13][CH:14]=2)(=[O:8])=[O:7])[CH2:5][CH2:4][CH2:3][CH2:2]1.[NH2:25][C:26]1[CH:31]=[CH:30][C:29]([CH:32]2[CH2:37][CH2:36][N:35]([CH2:38][CH2:39][OH:40])[CH2:34][CH2:33]2)=[CH:28][CH:27]=1>>[N:1]1([S:6]([C:9]2[CH:10]=[C:11]([C:15]3[N:23]4[C:18]([CH:19]=[N:20][C:21]([NH:25][C:26]5[CH:31]=[CH:30][C:29]([CH:32]6[CH2:37][CH2:36][N:35]([CH2:38][CH2:39][OH:40])[CH2:34][CH2:33]6)=[CH:28][CH:27]=5)=[N:22]4)=[CH:17][CH:16]=3)[CH:12]=[CH:13][CH:14]=2)(=[O:8])=[O:7])[CH2:5][CH2:4][CH2:3][CH2:2]1. Procedure details: The compound was prepared in an analogous fashion to Example 522 using 7-[3-(pyrrolidine-1-sulfonyl)-phenyl]-pyrrolo[2,1-f][1,2,4]triazin-2-ol and 2-[4-(4-amino-phenyl)-piperidin-1-yl]-ethanol to provide 2-[4-(4-{7-[3-(pyrrolidine-1-sulfonyl)-phenyl]-pyrrolo[2,1-f][1,2,4]triazin-2-ylamino}phenyl)-piperidin-1-yl]ethanol as a brown lyophilate (49.2 mg, 25% yield). LCMS (E/I+) 547 (M+H). 1H NMR (400 MHz, DMSO-d6) δ 9.53 (s, 1H), 9.22 (broad s, 1H), 9.04 (s, 1H), 8.53 (s, 1H), 8.42 (d, 1H, J=7.6 Hz)...